From a dataset of the Open Reaction Database (ORD), a public repository of structured organic reaction records. describe an organic reaction: reactants, conditions, products, and yield Reactants: CN(C)C=O (DMF), FC(C(C(C(C(C(C(C(F)(F)F)(F)F)(F)F)(F)F)(F)F)(F)F)(F)F)(F)I (perfluorooctyl iodide), SC1=C(C=CC=C1)C1=CC=CC=C1 (2-mercaptobiphenyl), [H-].[Na+] (sodium hydride). Run in O (Water). The product is FC(C(C(C(C(C(C(C(F)(F)F)(F)F)(F)F)(F)F)(F)F)(F)F)(F)F)(SC1=C(C=CC=C1)C1=CC=CC=C1)F (2-(perfluorooctylthio)biphenyl). Isolated yield 63.5%. RXN SMILES: CN(C=O)C.[SH:6][C:7]1[CH:12]=[CH:11][CH:10]=[CH:9][C:8]=1[C:13]1[CH:18]=[CH:17][CH:16]=[CH:15][CH:14]=1.[H-].[Na+].[F:21][C:22](I)([F:45])[C:23]([F:44])([F:43])[C:24]([F:42])([F:41])[C:25]([F:40])([F:39])[C:26]([F:38])([F:37])[C:27]([F:36])([F:35])[C:28]([F:34])([F:33])[C:29]([F:32])([F:31])[F:30]>O>[F:45][C:22]([F:21])([S:6][C:7]1[CH:12]=[CH:11][CH:10]=[CH:9][C:8]=1[C:13]1[CH:14]=[CH:15][CH:16]=[CH:17][CH:18]=1)[C:23]([F:43])([F:44])[C:24]([F:41])([F:42])[C:25]([F:39])([F:40])[C:26]([F:37])([F:38])[C:27]([F:35])([F:36])[C:28]([F:34])([F:33])[C:29]([F:32])([F:31])[F:30] |f:2.3|. Procedure: To a solution composed of 40 ml of DMF and 4.66 g (25 mmol) of 2-mercaptobiphenyl was added 1.00 g (25 mmol) of sodium hydride (60% in oil) little by little under ice cooling and stirring. Then, 13.6 g (25 mmol) of perfluorooctyl iodide was added. The temperature of the mixture was slowly elevated to room temperature, and the mixture was stirred for 2 hours. Water was addd to the reaction mixture, and the mixture was extracted with hexane. The organic layer was washed with saturated aqueous sodi... Reactants: ice, S(=O)([O-])[O-].[Na+].[Na+] (Sodium sulfite), IN1C(CCC1=O)=O (N-iodosuccinimide), C(C1=CC=CC=C1)C1=NC(=CC=C1)N1CCC(CC1)C(=O)OCC (2-benzyl-6-(4-ethoxycarbonylpiperidino)pyridine). Solvent: CN(C=O)C (N,N-dimethylformamide). Run at time 8 hour. The product is C(C1=CC=CC=C1)C1=NC(=CC=C1I)N1CCC(CC1)C(=O)OCC (2-Benzyl-3-iodo-6-(4-ethoxycarbonylpiperidino)pyridine). Yield: 85.3%. Reaction SMILES: [I:1]N1C(=O)CCC1=O.[CH2:9]([C:16]1[CH:21]=[CH:20][CH:19]=[C:18]([N:22]2[CH2:27][CH2:26][CH:25]([C:28]([O:30][CH2:31][CH3:32])=[O:29])[CH2:24][CH2:23]2)[N:17]=1)[C:10]1[CH:15]=[CH:14][CH:13]=[CH:12][CH:11]=1.S([O-])([O-])=O.[Na+].[Na+]>CN(C)C=O>[CH2:9]([C:16]1[C:21]([I:1])=[CH:20][CH:19]=[C:18]([N:22]2[CH2:27][CH2:26][CH:25]([C:28]([O:30][CH2:31][CH3:32])=[O:29])[CH2:24][CH2:23]2)[N:17]=1)[C:10]1[CH:11]=[CH:12][CH:13]=[CH:14][CH:15]=1 |f:2.3.4|. Reported procedure: Under stirring in an ice bathe, 1.25 g of N-iodosuccinimide was added little by little to a mixture of 1.2 g of 2-benzyl-6-(4-ethoxycarbonylpiperidino)pyridine and 10 ml of N,N-dimethylformamide, followed by stirring as it was overnight. Sodium sulfite was added thereto, and the mixture was extracted with ethyl acetate-water. The organic phase was washed with water and brine, dried over anhydrous magnesium sulfate and evaporated. The residue was subjected to silica gel column chromatography and ...